Dataset: the Open Reaction Database (ORD), a public repository of structured organic reaction records. Task: describe an organic reaction: reactants, conditions, products, and yield Starting materials: [BH4-], CO, Fc1ccc(CCC2=NCCc3cc4c(cc32)OCO4)cc1, [Na+]. The product is Fc1ccc(CCC2NCCc3cc4c(cc32)OCO4)cc1. As a reaction SMILES: [BH4-:23].[CH3:25][OH:26].[F:1][c:2]1[cH:3][cH:4][c:5]([CH2:8][CH2:9][C:10]2=[N:11][CH2:12][CH2:13][c:14]3[cH:15][c:16]4[c:17]([cH:18][c:19]32)[O:20][CH2:21][O:22]4)[cH:6][cH:7]1.[Na+:24]>>[F:1][c:2]1[cH:3][cH:4][c:5]([CH2:8][CH2:9][CH:10]2[NH:11][CH2:12][CH2:13][c:14]3[cH:15][c:16]4[c:17]([cH:18][c:19]32)[O:20][CH2:21][O:22]4)[cH:6][cH:7]1. The reactants are ClC1=CC=C2C(=CNC2=C1)C(=O)N1CCC(CC1)C1=CC=CC=2CCOC21 ((6-chloro-1H-indol-3-yl)-[4-(2,3-dihydro-benzofuran-7-yl)-piperidin-1-yl]-methanone), ClCCN(C)C ((2-chloro-ethyl)-dimethyl-amine). The product is ClC1=CC=C2C(=CN(C2=C1)CCN(C)C)C(=O)N1CCC(CC1)C1=CC=CC=2CCOC21 ([6-Chloro-1-(2-dimethylamino-ethyl)-1H-indol-3-yl]-[4-(2,3-dihydro-benzofuran-7-yl)-piperidin-1-yl]-methanone). RXN SMILES: [Cl:1][C:2]1[CH:10]=[C:9]2[C:5]([C:6]([C:11]([N:13]3[CH2:18][CH2:17][CH:16]([C:19]4[C:27]5[O:26][CH2:25][CH2:24][C:23]=5[CH:22]=[CH:21][CH:20]=4)[CH2:15][CH2:14]3)=[O:12])=[CH:7][NH:8]2)=[CH:4][CH:3]=1.Cl[CH2:29][CH2:30][N:31]([CH3:33])[CH3:32]>>[Cl:1][C:2]1[CH:10]=[C:9]2[C:5]([C:6]([C:11]([N:13]3[CH2:14][CH2:15][CH:16]([C:19]4[C:27]5[O:26][CH2:25][CH2:24][C:23]=5[CH:22]=[CH:21][CH:20]=4)[CH2:17][CH2:18]3)=[O:12])=[CH:7][N:8]2[CH2:29][CH2:30][N:31]([CH3:33])[CH3:32])=[CH:4][CH:3]=1. Reported procedure: Analogous to general procedure II, the alkylation of (6-chloro-1H-indol-3-yl)-[4-(2,3-dihydro-benzofuran-7-yl)-piperidin-1-yl]-methanone (prepared herein) with (commercially available) (2-chloro-ethyl)-dimethyl-amine gave the title compound. The reactants are COC(CCC1=NC(=CC=C1OCCCC\C=C\C1=CC=C(C=C1)OC)I)=O (3-{6-iodo-3-[6-(4-methoxyphenyl)-(5E)-5-hexenyloxy]-2-pyridyl}-propionic acid methyl ester), COC(C1=CC(=CC=C1)C#C)=O (3-ethinylbenzoic acid methyl ester). Product: COC(CCC1=NC(=CC=C1OCCCC\C=C\C1=CC=C(C=C1)OC)C#CC1=CC(=CC=C1)C(=O)OC)=O (3-{6-[2-(3-methoxycarbonylphenyl)-ethinyl]-3-[6-(4-methoxyphenyl)-(5E)-5-hexenyloxy]-2-pyridyl}-propionic acid methyl ester). Isolated yield 79.2%. RXN SMILES: [CH3:1][O:2][C:3](=[O:28])[CH2:4][CH2:5][C:6]1[C:11]([O:12][CH2:13][CH2:14][CH2:15][CH2:16]/[CH:17]=[CH:18]/[C:19]2[CH:24]=[CH:23][C:22]([O:25][CH3:26])=[CH:21][CH:20]=2)=[CH:10][CH:9]=[C:8](I)[N:7]=1.[CH3:29][O:30][C:31](=[O:40])[C:32]1[CH:37]=[CH:36][CH:35]=[C:34]([C:38]#[CH:39])[CH:33]=1>>[CH3:1][O:2][C:3](=[O:28])[CH2:4][CH2:5][C:6]1[C:11]([O:12][CH2:13][CH2:14][CH2:15][CH2:16]/[CH:17]=[CH:18]/[C:19]2[CH:24]=[CH:23][C:22]([O:25][CH3:26])=[CH:21][CH:20]=2)=[CH:10][CH:9]=[C:8]([C:39]#[C:38][C:34]2[CH:35]=[CH:36][CH:37]=[C:32]([C:31]([O:30][CH3:29])=[O:40])[CH:33]=2)[N:7]=1. Procedure details: Under the conditions of example 5 A, 1 g of 3-{6-iodo-3-[6-(4-methoxyphenyl)-(5E)-5-hexenyloxy]-2-pyridyl}-propionic acid methyl ester is reacted with 320 mg of 3-ethinylbenzoic acid methyl ester, worked up, and the crude product is chromatographed on silica gel with hexane/0-15% ethyl acetate. 835 mg of 3-{6-[2-(3-methoxycarbonylphenyl)-ethinyl]-3-[6-(4-methoxyphenyl)-(5E)-5-hexenyloxy]-2-pyridyl}-propionic acid methyl ester is obtained as oil. Starting materials: O=C([O-])[O-], COC(=O)CC1(COS(C)(=O)=O)CC1, Cc1cc(C#N)cc(C(=O)c2[nH]c(=O)[nH]c(=O)c2C(C)C)c1, [I-], [K+], [K+], [Li+], CN(C)C=O. The product is COC(=O)CC1(Cn2c(C(=O)c3cc(C)cc(C#N)c3)c(C(C)C)c(=O)[nH]c2=O)CC1. As a reaction SMILES: [C:23](=[O:24])([O-:25])[O-:26].[CH3:31][O:32][C:33]([CH2:34][C:35]1([CH2:38][O:39][S:40]([CH3:41])(=[O:42])=[O:43])[CH2:36][CH2:37]1)=[O:44].[CH:1]([CH3:2])([CH3:3])[c:4]1[c:5]([C:12](=[O:13])[c:14]2[cH:15][c:16]([C:17]#[N:18])[cH:19][c:20]([CH3:22])[cH:21]2)[nH:6][c:7](=[O:11])[nH:8][c:9]1=[O:10].[I-:29].[K+:27].[K+:28].[Li+:30].[O:45]=[CH:46][N:47]([CH3:48])[CH3:49]>>[CH:1]([CH3:2])([CH3:3])[c:4]1[c:5]([C:12](=[O:13])[c:14]2[cH:15][c:16]([C:17]#[N:18])[cH:19][c:20]([CH3:22])[cH:21]2)[n:6]([CH2:38][C:35]2([CH2:34][C:33]([O:32][CH3:31])=[O:44])[CH2:36][CH2:37]2)[c:7](=[O:11])[nH:8][c:9]1=[O:10]. Procedure: Following the procedure as described in Example 8 and making variations as required to replace 5-chloro-2,4-difluoro-N-(methylsulfonyl)benzamide with 3-chloro-4-fluoro-N-(methylsulfonyl)benzamide, the title compound was obtained as a colorless solid (0.34 g, 52%): 1H NMR (300 MHz, DMSO-d6) δ 12.07 (s, 1H), 8.04-7.94 (m, 2H), 7.25 (d, J=8.5 Hz, 1H), 3.72 (s, 2H), 3.36 (s, 3H), 1.99 (br, 3H), 1.71-1.66 (m, 12H); MS (ES−) m/z 396.1, 398.1 (M−1). Starting materials: ClC=1C(=CC(=C(C(=O)NS(=O)(=O)C)C1)F)F (5-chloro-2,4-difluoro-N-(methylsulfonyl)benzamide), ClC=1C=C(C(=O)NS(=O)(=O)C)C=CC1F (3-chloro-4-fluoro-N-(methylsulfonyl)benzamide). Reaction SMILES: [Cl:1][C:2]1[C:3](F)=[CH:4][C:5](F)=[C:6]([CH:14]=1)[C:7]([NH:9][S:10]([CH3:13])(=[O:12])=[O:11])=[O:8].Cl[C:18]1[CH:19]=[C:20]([CH:28]=[CH:29][C:30]=1F)[C:21](NS(C)(=O)=O)=[O:22]>>[C:20]12([CH2:21][O:22][C:3]3[CH:4]=[CH:5][C:6]([C:7]([NH:9][S:10]([CH3:13])(=[O:12])=[O:11])=[O:8])=[CH:14][C:2]=3[Cl:1])[CH2:28][CH:29]3[CH2:5][CH:6]([CH2:14][CH:18]([CH2:30]3)[CH2:19]1)[CH2:7]2. Isolated yield 52.0%. The product is C12(CC3CC(CC(C1)C3)C2)COC2=C(C=C(C(=O)NS(=O)(=O)C)C=C2)Cl (4-(adamantan-1-ylmethoxy)-3-chloro-N-(methylsulfonyl)benzamide), solid. The reactants are [BH4-].[Na+] (Sodium borohydride), FC=1C=C(C(=NC1)C=O)C (5-fluoro-3-methylpyridine-2-carbaldehyde). Run in CCO (EtOH). Run at time 3 hour. Yields the product FC=1C=C(C(=NC1)CO)C ((5-Fluoro-3-methylpyridin-2-yl)methanol). Yield: 51.5%. Reaction SMILES: [BH4-].[Na+].[F:3][C:4]1[CH:5]=[C:6]([CH3:12])[C:7]([CH:10]=[O:11])=[N:8][CH:9]=1>CCO>[F:3][C:4]1[CH:5]=[C:6]([CH3:12])[C:7]([CH2:10][OH:11])=[N:8][CH:9]=1 |f:0.1|. Procedure: Sodium borohydride (125 mg, 3.3 mmol) was added to a solution of 5-fluoro-3-methylpyridine-2-carbaldehyde (417 mg, 3.0 mmol) in EtOH (10 mL) and stirred at rt for 3 h. The reaction was quenched by dropwise addition of saturated aqueous NH4Cl solution (10 mL) and stirred for 15 h. The reaction mixture was extracted twice with DCM and the combined organic phases were concentrated in vacuo. Purification by gradient column chromatography, eluting with 10-60% EtOAc in iso-hexane to yield the title co... Reactants: CCO, O=Cc1ccccc1O, O. Yields the product O=Cc1ccccc1. Reaction SMILES: [CH3:10][CH2:11][OH:12].[CH:1](=[O:2])[c:3]1[cH:4][cH:5][cH:6][cH:7][c:8]1[OH:9].[OH2:13]>>[CH:1](=[O:2])[c:3]1[cH:4][cH:5][cH:6][cH:7][cH:8]1. Reactants: [Br-], C1CCOC1, O=Cc1ccc(O)cc1, [Mg+]CCc1ccccc1. The product is Oc1ccc(C(O)CCc2ccccc2)cc1. Reaction SMILES: [Br-:10].[CH2:20]1[O:21][CH2:22][CH2:23][CH2:24]1.[OH:1][c:2]1[cH:3][cH:4][c:5]([CH:6]=[O:7])[cH:8][cH:9]1.[c:11]1([CH2:17][CH2:18][Mg+:19])[cH:12][cH:13][cH:14][cH:15][cH:16]1>>[OH:1][c:2]1[cH:3][cH:4][c:5]([CH:6]([OH:7])[CH2:18][CH2:17][c:11]2[cH:12][cH:13][cH:14][cH:15][cH:16]2)[cH:8][cH:9]1. Reactants: C1(=CC=CC=C1)C=1C(=CNC1)C#N (4-phenyl-1H-pyrrole-3-carbonitrile), [I-] (iodide), C([O-])([O-])=O.[Cs+].[Cs+] (cesium carbonate), ClC1=NC=CC(=C1)I (2-chloro-4-iodopyridine). Run in CS(=O)C (dimethylsulfoxide), ClCCl (dichloromethane), O (water). Product: ClC1=NC=CC(=C1)N1C=C(C(=C1)C1=CC=CC=C1)C#N (1-(2-Chloropyridine-4-yl)-4-phenyl-1H-pyrrole-3-carbonitrile). Yield: 57.3%. As a reaction SMILES: [C:1]1([C:7]2[C:8]([C:12]#[N:13])=[CH:9][NH:10][CH:11]=2)[CH:6]=[CH:5][CH:4]=[CH:3][CH:2]=1.[I-].C(=O)([O-])[O-].[Cs+].[Cs+].[Cl:21][C:22]1[CH:27]=[C:26](I)[CH:25]=[CH:24][N:23]=1>CS(C)=O.ClCCl.O>[Cl:21][C:22]1[CH:27]=[C:26]([N:10]2[CH:11]=[C:7]([C:1]3[CH:2]=[CH:3][CH:4]=[CH:5][CH:6]=3)[C:8]([C:12]#[N:13])=[CH:9]2)[CH:25]=[CH:24][N:23]=1 |f:2.3.4|. Reported procedure: To a solution of 4-phenyl-1H-pyrrole-3-carbonitrile (0.168 g), cupper (I) iodide (0.019 g), N,N-dimethyl grycine (0.021 g) and cesium carbonate (0.325 g) in dimethylsulfoxide (10 mL) was added 2-chloro-4-iodopyridine (0.287 g) at room temperature, and this mixture was at 180° C. in a sealed tube under microwave irradiation for 5 minutes. After cooling to ambient temperature, this reaction mixture was diluted with dichloromethane and water, and the insoluble material was removed by filtered thoug...